Task: describe an organic reaction: reactants, conditions, products, and yield. Dataset: the Open Reaction Database (ORD), a public repository of structured organic reaction records The reactants are CC(=O)OCC(=O)C1(O)CCC2C3CCC4=CC(=O)CCC4(C)C3=CCC21C, ClCCl, CO, O. Product: CC12CCC(=O)C=C1CCC1C2=CCC2(C)C1CCC2(O)C(=O)CO. As a reaction SMILES: [C:1](=[O:2])([CH3:3])[O:4][CH2:5][C:6]([C:7]1([OH:27])[CH2:8][CH2:9][CH:10]2[CH:11]3[CH2:12][CH2:13][C:14]4=[CH:15][C:16](=[O:26])[CH2:17][CH2:18][C:19]4([CH3:20])[C:21]3=[CH:22][CH2:23][C:24]12[CH3:25])=[O:28].[CH2:32]([Cl:33])[Cl:34].[CH3:30][OH:31].[OH2:29]>>[OH:4][CH2:5][C:6]([C:7]1([OH:27])[CH2:8][CH2:9][CH:10]2[CH:11]3[CH2:12][CH2:13][C:14]4=[CH:15][C:16](=[O:26])[CH2:17][CH2:18][C:19]4([CH3:20])[C:21]3=[CH:22][CH2:23][C:24]12[CH3:25])=[O:28]. Starting materials: C(C)OC1=NN(C=C1CCC(=O)OCC)CC1=CC(=C(C=C1)OCC=1N=C(OC1C)C1=CC=CC=C1)OC (ethyl 3-[3-ethoxy-1-[3-methoxy-4-(5-methyl-2-phenyl-4-oxazolylmethoxy)benzyl]-1H-pyrazol-4-yl]propionate), [OH-].[Na+] (sodium hydroxide), O1CCCC1 (tetrahydrofuran), C(C)O (ethanol). The solvent is Cl (hydrochloric acid). Reaction conditions: time 3 hour. The product is C(C)OC1=NN(C=C1CCC(=O)O)CC1=CC(=C(C=C1)OCC=1N=C(OC1C)C1=CC=CC=C1)OC (3-[3-ethoxy-1-[3-methoxy-4-(5-methyl-2-phenyl-4-oxazolylmethoxy)benzyl]-1H-pyrazol-4-yl]propionic acid). Isolated yield 81.7%. Reaction SMILES: [CH2:1]([O:3][C:4]1[C:8]([CH2:9][CH2:10][C:11]([O:13]CC)=[O:12])=[CH:7][N:6]([CH2:16][C:17]2[CH:22]=[CH:21][C:20]([O:23][CH2:24][C:25]3[N:26]=[C:27]([C:31]4[CH:36]=[CH:35][CH:34]=[CH:33][CH:32]=4)[O:28][C:29]=3[CH3:30])=[C:19]([O:37][CH3:38])[CH:18]=2)[N:5]=1)[CH3:2].[OH-].[Na+].O1CCCC1.C(O)C>Cl>[CH2:1]([O:3][C:4]1[C:8]([CH2:9][CH2:10][C:11]([OH:13])=[O:12])=[CH:7][N:6]([CH2:16][C:17]2[CH:22]=[CH:21][C:20]([O:23][CH2:24][C:25]3[N:26]=[C:27]([C:31]4[CH:36]=[CH:35][CH:34]=[CH:33][CH:32]=4)[O:28][C:29]=3[CH3:30])=[C:19]([O:37][CH3:38])[CH:18]=2)[N:5]=1)[CH3:2] |f:1.2|. Procedure details: A mixture of ethyl 3-[3-ethoxy-1-[3-methoxy-4-(5-methyl-2-phenyl-4-oxazolylmethoxy)benzyl]-1H-pyrazol-4-yl]propionate (660 mg), 1 N aqueous sodium hydroxide solution (3 ml), tetrahydrofuran (6 ml), and ethanol (6 ml) was stirred at room temperature for 3 hours, diluted with 1 N hydrochloric acid (3 ml), and extracted with ethyl acetate. The ethyl acetate layer was washed with saturated aqueous sodium chloride solution, dried (MgSO4), and concentrated. The obtained colorless crystals were collect... Reactants: NC=1C(=NNC1)C1=NC=2C(=CC=3C(C(NC3C2)=O)(C)C)N1 (2-(4-amino-1H-pyrazol-3-yl)-7,7-dimethyl-5,7-dihydro-1H-imidazo[4,5-f]indol-6-one), C1(=CC=CC=C1)S(=O)(=O)Cl (phenylsulfonylchloride). Yields the product CC1(C(NC=2C=C3C(=CC12)NC(=N3)C3=NNC=C3NS(=O)(=O)C3=CC=CC=C3)=O)C (N-[3-(7,7-Dimethyl-6-oxo-1,5,6,7-tetrahydro-imidazo[4,5-f]indol-2-yl)-1H-pyrazol-4-yl]-benzenesulfonamide), powder. As a reaction SMILES: [NH2:1][C:2]1[C:3]([C:7]2[NH:21][C:10]3=[CH:11][C:12]4[C:13]([CH3:20])([CH3:19])[C:14](=[O:18])[NH:15][C:16]=4[CH:17]=[C:9]3[N:8]=2)=[N:4][NH:5][CH:6]=1.[C:22]1([S:28](Cl)(=[O:30])=[O:29])[CH:27]=[CH:26][CH:25]=[CH:24][CH:23]=1>>[CH3:20][C:13]1([CH3:19])[C:12]2[CH:11]=[C:10]3[NH:21][C:7]([C:3]4[C:2]([NH:1][S:28]([C:22]5[CH:27]=[CH:26][CH:25]=[CH:24][CH:23]=5)(=[O:30])=[O:29])=[CH:6][NH:5][N:4]=4)=[N:8][C:9]3=[CH:17][C:16]=2[NH:15][C:14]1=[O:18]. Reported procedure: N-[3-(7,7-Dimethyl-6-oxo-1,5,6,7-tetrahydro-imidazo[4,5-f]indol-2-yl)-1H-pyrazol-4-yl]-benzenesulfonamide was prepared using 2-(4-amino-1H-pyrazol-3-yl)-7,7-dimethyl-5,7-dihydro-1H-imidazo[4,5-f]indol-6-one (150 mg, 0.53 mmol) and phenylsulfonylchloride. The title compound was obtained as white powder (66 mg). Reactants: C(CCC)[Li] (butyl-lithium), [Li] (lithium), C(CCC)Br (butyl bromide), C1C=CC2=CC=CC=C12 (indene), C1CO1 (ethylene oxide), [Li] (lithium). Run in CCOCC (ether), O (water), CCOCC (ether). The product is C1(C=CC2=CC=CC=C12)CCO (2-(1-Indenyl)ethanol). RXN SMILES: C([Li])CCC.[Li].C(Br)CCC.[CH2:12]1[C:20]2[C:15](=[CH:16][CH:17]=[CH:18][CH:19]=2)[CH:14]=[CH:13]1.[CH2:21]1[O:23][CH2:22]1>CCOCC.O>[CH:12]1([CH2:21][CH2:22][OH:23])[C:20]2[C:15](=[CH:16][CH:17]=[CH:18][CH:19]=2)[CH:14]=[CH:13]1 |^1:5|. Procedure: The above compound is prepared as described by Howell & Taylor, J.C.S., 1957, 3013. To butyl-lithium, prepared from lithium (20.0 g.) and butyl bromide (234 g.) in ether, indene (116 g., 1.0 M) is added with stirring under nitrogen at -10°. After 1 hour at -10° ethylene oxide (88 g.) in ether (300 ml.) is added in 1/2 hour. After warming to 10°, 500 ml. water is added cautiously and stirring is continued until there is no lithium remaining. The layers are separated and the organic layer is washe...